This data is from the Open Reaction Database (ORD), a public repository of structured organic reaction records. The task is: describe an organic reaction: reactants, conditions, products, and yield Solvent: CN(C)C=O (DMF). Reported procedure: To a mixture of 2-{benzyl-[2-(3-methyl-isoxazol-5-yl)-acetyl]-amino}-5-chloro-benzoic acid benzyl ester (3.30 g, 7.58 mmol) in 25 ml of DMF at 0° C. was added NaH (340 mg). The mixture was stirred at rt for 1 h under Ar. Treated with 200 ml of EtOAc, the mixture was extracted with H2O (4×50 ml). The combined aqueous layers were neutralized to pH=6 with 1N HCl and extracted with EtOAc (4×50 ml). The combined org. layers were washed with H2O (2×50 ml), brine (50 ml) and dried (Na2SO4). Removal of ... Reaction conditions: time 1 hour. Reaction SMILES: C([O:8][C:9](=O)[C:10]1[CH:15]=[C:14]([Cl:16])[CH:13]=[CH:12][C:11]=1[N:17]([CH2:27][C:28]1[CH:33]=[CH:32][CH:31]=[CH:30][CH:29]=1)[C:18](=[O:26])[CH2:19][C:20]1[O:24][N:23]=[C:22]([CH3:25])[CH:21]=1)C1C=CC=CC=1.[H-].[Na+].CCOC(C)=O>CN(C=O)C>[CH2:27]([N:17]1[C:11]2[C:10](=[CH:15][C:14]([Cl:16])=[CH:13][CH:12]=2)[C:9]([OH:8])=[C:19]([C:20]2[O:24][N:23]=[C:22]([CH3:25])[CH:21]=2)[C:18]1=[O:26])[C:28]1[CH:33]=[CH:32][CH:31]=[CH:30][CH:29]=1 |f:1.2|. The reactants are product, C(C1=CC=CC=C1)OC(C1=C(C=CC(=C1)Cl)N(C(CC1=CC(=NO1)C)=O)CC1=CC=CC=C1)=O (2-{benzyl-[2-(3-methyl-isoxazol-5-yl)-acetyl]-amino}-5-chloro-benzoic acid benzyl ester), CCOC(=O)C (EtOAc), [H-].[Na+] (NaH). The product is C(C1=CC=CC=C1)N1C(C(=C(C2=CC(=CC=C12)Cl)O)C1=CC(=NO1)C)=O (1-Benzyl-6-chloro-4-hydroxy-3-(3-methyl-isoxazol-5-yl)-1H-quinolin-2-one). Reactants: [H-].[Na+] (sodium hydride), COC(C(C1=CC=C(C=C1)O)=O)=O (4-hydroxy-alpha-oxobenzeneacetic acid methyl ester), CS(=O)(=O)OCCOC1CC2=CC=CC=C2CC1 (rac.-2-(1,2,3,4-tetrahydro-2-naphthalenyloxy)ethyl methanesulfonate). The reagents and catalysts are C(C)(=O)O (acetic acid). Run in CN(C=O)C (dimethylformamide). Reaction conditions: temperature 60 celsius, time 15 minute. Yields the product COC(C(C1=CC=C(C=C1)OCCOC1CC2=CC=CC=C2CC1)=O)=O (RAC.-ALPHA-OXO-4-[[2-(1,2,3,4-TETRAHYDRO-2-NAPHTHALENYLOXY)ETHYL]OXY]BENZENEACETIC ACID METHYL ESTER). Reaction SMILES: [CH3:1][O:2][C:3](=[O:13])[C:4](=[O:12])[C:5]1[CH:10]=[CH:9][C:8]([OH:11])=[CH:7][CH:6]=1.[H-].[Na+].CS(O[CH2:21][CH2:22][O:23][CH:24]1[CH2:33][CH2:32][C:31]2[C:26](=[CH:27][CH:28]=[CH:29][CH:30]=2)[CH2:25]1)(=O)=O>CN(C)C=O.C(O)(=O)C>[CH3:1][O:2][C:3](=[O:13])[C:4](=[O:12])[C:5]1[CH:10]=[CH:9][C:8]([O:11][CH2:21][CH2:22][O:23][CH:24]2[CH2:33][CH2:32][C:31]3[C:26](=[CH:27][CH:28]=[CH:29][CH:30]=3)[CH2:25]2)=[CH:7][CH:6]=1 |f:1.2|. Procedure details: A stirred mixture of 4-hydroxy-alpha-oxobenzeneacetic acid methyl ester (0.724 g) in dimethylformamide (10 mL) under argon was treated with 55% sodium hydride (0.175 g), stirred for 15 minutes and treated with rac.-2-(1,2,3,4-tetrahydro-2-naphthalenyloxy)ethyl methanesulfonate (1.08 g). The mixture was heated under argon at 60° C. overnight. The cooled mixture was treated with glacial acetic acid (2 drops) and the volatiles were removed under vacuum. The residue was mixed with water and extracte... Reported procedure: The entitled compound was prepared from 1-[4-(t-butyldimethylsilyl)oxy-2,6,6-trimethylcyclohex-1-enyl]pent-1-en-3-one in the same manner as described in Example 1-(4), (5), and (6). The product is OC1(C(C(CC(C1)O)(C)C)C=CC(CC)O)C (1-(2,4-Dihydroxy-2,6,6-Trimethylcyclohexyl)Pent-1-en-3-ol). Reaction SMILES: [Si]([O:8][CH:9]1[CH2:14][C:13]([CH3:16])([CH3:15])[C:12]([CH:17]=[CH:18][C:19](=[O:22])[CH2:20][CH3:21])=[C:11]([CH3:23])[CH2:10]1)(C(C)(C)C)(C)C.[OH:24]C1(C)CC(O)CC(C)(C)C1C=CC(O)C>>[OH:24][C:11]1([CH3:23])[CH2:10][CH:9]([OH:8])[CH2:14][C:13]([CH3:16])([CH3:15])[CH:12]1[CH:17]=[CH:18][CH:19]([OH:22])[CH2:20][CH3:21]. The reactants are [Si](C)(C)(C(C)(C)C)OC1CC(=C(C(C1)(C)C)C=CC(CC)=O)C (1-[4-(t-butyldimethylsilyl)oxy-2,6,6-trimethylcyclohex-1-enyl]pent-1-en-3-one), OC1(C(C(CC(C1)O)(C)C)C=CC(C)O)C (4-(2,4-Dihydroxy-2,6,6-Trimethylcyclohexyl)But-3-en-2-ol). Starting materials: ClC1=NC=NC(=C1)C=1C(=NC=CC1)Cl (4-Chloro-6-(2-chloro-pyridin-3-yl)-pyrimidine), CS(=O)C (DMSO), Cl.CN (methylamine hydrochloride), C(=O)([O-])[O-].[K+].[K+] (K2CO3). The solvent is O (water). Reaction conditions: temperature 80 celsius. Product: ClC1=NC=CC=C1C1=CC(=NC=N1)NC ([6-(2-chloro-pyridin-3-yl)-pyrimidin-4-yl]-methyl-amine). Reaction SMILES: Cl[C:2]1[CH:7]=[C:6]([C:8]2[C:9]([Cl:14])=[N:10][CH:11]=[CH:12][CH:13]=2)[N:5]=[CH:4][N:3]=1.Cl.[CH3:16][NH2:17].C([O-])([O-])=O.[K+].[K+].CS(C)=O>O>[Cl:14][C:9]1[C:8]([C:6]2[N:5]=[CH:4][N:3]=[C:2]([NH:17][CH3:16])[CH:7]=2)=[CH:13][CH:12]=[CH:11][N:10]=1 |f:1.2,3.4.5|. Procedure details: 4-Chloro-6-(2-chloro-pyridin-3-yl)-pyrimidine (450 mg, 1.99 mmol), methylamine hydrochloride (202 mg, 2.99 mmol), K2CO3 (550 mg, 3.98 mmol) and DMSO (3.0 mL) were combined. The mixture was heated overnight at 80° C. in a sealed tube. The cooled mixture was diluted with water (300 mL) and the resulting solid was filtered, washed with water and dried to yield the title compound. MS m/z=221 [M+1]+. Calc'd for C10H9ClN4: 220.66. Reactants: IC (iodomethane), [H-].[Na+] (sodium hydride), C(C)(C)(C)OC(=O)N[C@@H](C(=O)O)C(C)(C)O ((R)-2-((tert-butoxycarbonyl)amino)-3-hydroxy-3-methylbutanoic acid). The solvent is C1CCOC1 (THF), C1CCOC1 (THF). Run at time 1 hour. The product is C(C)(C)(C)OC(=O)N[C@@H](C(=O)O)C(C)(C)OC ((R)-2-((tert-butoxycarbonyl)amino)-3-methoxy-3-methylbutanoic acid). Yield: 87.9%. Reaction SMILES: [H-].[Na+].[C:3]([O:7][C:8]([NH:10][C@H:11]([C:15]([OH:18])([CH3:17])[CH3:16])[C:12]([OH:14])=[O:13])=[O:9])([CH3:6])([CH3:5])[CH3:4].I[CH3:20]>C1COCC1>[C:3]([O:7][C:8]([NH:10][C@H:11]([C:15]([O:18][CH3:20])([CH3:17])[CH3:16])[C:12]([OH:14])=[O:13])=[O:9])([CH3:6])([CH3:4])[CH3:5] |f:0.1|. Reported procedure: To a solution of sodium hydride suspension in mineral oil (60% wt) (3.86 g, 96 mmol) in dry THF (60 mL) were added (R)-2-((tert-butoxycarbonyl)amino)-3-hydroxy-3-methylbutanoic acid (7.5 g, 32.2 mmol) in THF (50 mL) at 0° C. slowly. After stirring for 1 h at room temperature, iodomethane (4.31 ml, 38.6 mmol) was added. The reaction mixture was stirred at room temperature overnight. After quenched with water, the reaction mixture was extracted by ether. The aqueous layers was acidify to pH=3 by a... The reactants are CO, COc1ccc(N2C(=O)N(c3cccc(C#N)c3)c3nc(Cl)ncc3C2C)cc1, Nc1ccccc1. The product is COc1ccc(N2C(=O)N(c3cccc(C#N)c3)c3nc(Nc4ccccc4)ncc3C2C)cc1. RXN SMILES: [CH3:37][OH:38].[Cl:1][c:2]1[n:3][cH:4][c:5]2[c:6]([n:7]1)[N:8]([c:22]1[cH:23][c:24]([C:25]#[N:26])[cH:27][cH:28][cH:29]1)[C:9](=[O:21])[N:10]([c:13]1[cH:14][cH:15][c:16]([O:19][CH3:20])[cH:17][cH:18]1)[CH:11]2[CH3:12].[NH2:30][c:31]1[cH:32][cH:33][cH:34][cH:35][cH:36]1>>[c:2]1([NH:30][c:31]2[cH:32][cH:33][cH:34][cH:35][cH:36]2)[n:3][cH:4][c:5]2[c:6]([n:7]1)[N:8]([c:22]1[cH:23][c:24]([C:25]#[N:26])[cH:27][cH:28][cH:29]1)[C:9](=[O:21])[N:10]([c:13]1[cH:14][cH:15][c:16]([O:19][CH3:20])[cH:17][cH:18]1)[CH:11]2[CH3:12].